This data is from the Open Reaction Database (ORD), a public repository of structured organic reaction records. The task is: describe an organic reaction: reactants, conditions, products, and yield Reactants: N1=CC=NC=2C(C=CC(C12)=O)=O (5,8-quinoxalinedione), 2B, NC1=CC=CC=C1 (Aniline). The solvent is C(C)O (ethanol). Run at time 8 hour. Yields the product N(C1=CC=CC=C1)C=1C(C=2N=CC=NC2C(C1)=O)=O (6-anilino-5,8-quinoxalinedione). Reaction SMILES: [N:1]1[C:10]2[C:9](=[O:11])[CH:8]=[CH:7][C:6](=[O:12])[C:5]=2[N:4]=[CH:3][CH:2]=1.[NH2:13][C:14]1[CH:19]=[CH:18][CH:17]=[CH:16][CH:15]=1>C(O)C>[NH:13]([C:8]1[C:9](=[O:11])[C:10]2[N:1]=[CH:2][CH:3]=[N:4][C:5]=2[C:6](=[O:12])[CH:7]=1)[C:14]1[CH:19]=[CH:18][CH:17]=[CH:16][CH:15]=1. Procedure details: Approximately 2 g. of 5,8-quinoxalinedione were dissolved in 200 ml. of 2B ethanol. Aniline (1.2 g.) was added and the reaction was stirred overnight at room temperature. The reaction was evaporated, water was added, and the mixture was extracted several times with methylene chloride. The combined extracts were dried over sodium sulfate and evaporated to dryness. The residue was chromatographed over a silica gel column, eluting with ethyl acetate. The desired fractions were combined and evaporat... As a reaction SMILES: [ClH:1].[Cl:2][C:3]1[CH:4]=[N:5][C:6](=O)[NH:7][CH:8]=1>P(Cl)(Cl)(Cl)=O>[ClH:2].[Cl:1][C:4]1[C:3]([Cl:2])=[CH:8][N:7]=[CH:6][N:5]=1 |f:0.1,3.4|. Product: Cl.ClC1=NC=NC=C1Cl (4,5-dichloropyrimidine hydrochloride). Starting materials: Cl.ClC=1C=NC(NC1)=O (5-chloropyrimidone hydrochloride). Reaction conditions: temperature 90 celsius. Reported procedure: A suspension of 5-chloropyrimidone hydrochloride (1.0 g, 6.0 mmol) in phosphorous oxychloride (4 mL) was heated at 90° C. for 90 min then cooled to room temperature and filtered. The crude product was purified by sublimation under reduced pressure to furnish the title compound 20 as a crystalline white solid (273 mg). This compound was unstable to air and was used immediately in the next step. Run in P(=O)(Cl)(Cl)Cl (phosphorous oxychloride). Yield: 49.1%. Solvent: C(C)O (ethanol). Procedure: 5-(3,5-Difluoro-benzenesulfonyl)-2-nitro-benzonitrile (3.5 g, 10.8 mmol) was heated in anhydrous ethanol (175 mL) until completely dissolved. The solution was then treated with hydrazine hydrate (0.58 mL, 1.1 mol eq.) and refluxed for three hours. The reaction mixture was evaporated to dryness; the residue was dissolved in acetone, adsorbed onto flash chromatography-grade silica gel by rotoevaporation of the solvent. The silica was loaded onto a flash chromatography column conditioned with 10:1 ... RXN SMILES: [F:1][C:2]1[CH:3]=[C:4]([S:9]([C:12]2[CH:13]=[CH:14][C:15]([N+:20]([O-])=O)=[C:16]([CH:19]=2)[C:17]#[N:18])(=[O:11])=[O:10])[CH:5]=[C:6]([F:8])[CH:7]=1.O.[NH2:24]N>C(O)C>[F:1][C:2]1[CH:3]=[C:4]([S:9]([C:12]2[CH:19]=[C:16]3[C:15](=[CH:14][CH:13]=2)[NH:20][N:18]=[C:17]3[NH2:24])(=[O:11])=[O:10])[CH:5]=[C:6]([F:8])[CH:7]=1 |f:1.2|. Reactants: FC=1C=C(C=C(C1)F)S(=O)(=O)C=1C=CC(=C(C#N)C1)[N+](=O)[O-] (5-(3,5-Difluoro-benzenesulfonyl)-2-nitro-benzonitrile), O.NN (hydrazine hydrate). The yield is 73.0%. The product is FC=1C=C(C=C(C1)F)S(=O)(=O)C=1C=C2C(=NNC2=CC1)N (5-(3,5-difluoro-benzenesulfonyl)-1H-indazol-3-ylamine).